Dataset: the Open Reaction Database (ORD), a public repository of structured organic reaction records. Task: describe an organic reaction: reactants, conditions, products, and yield Reactants: CC1=NC(=NC=C1C=CC(=O)O)C1=CC=CC=C1 (3-(4-methyl-2-phenyl-pyrimidin-5-yl)-acrylic acid), FC1=C(C=CC=C1)C1=CC=C(C=N1)O (6-(2-Fluoro-phenyl)-pyridin-3-ol). Yields the product CC1=NC(=NC=C1CCC(=O)N1CCCCC1)C1=CC=CC=C1 (3-(4-Methyl-2-phenyl-pyrimidin-5-yl)-1-(piperidin-1-yl)-propan-1-one). RXN SMILES: [CH3:1][C:2]1[C:7]([CH:8]=[CH:9][C:10]([OH:12])=O)=[CH:6][N:5]=[C:4]([C:13]2[CH:18]=[CH:17][CH:16]=[CH:15][CH:14]=2)[N:3]=1.FC1C=CC=CC=1[C:26]1[N:31]=[CH:30][C:29](O)=[CH:28][CH:27]=1>>[CH3:1][C:2]1[C:7]([CH2:8][CH2:9][C:10]([N:31]2[CH2:26][CH2:27][CH2:28][CH2:29][CH2:30]2)=[O:12])=[CH:6][N:5]=[C:4]([C:13]2[CH:18]=[CH:17][CH:16]=[CH:15][CH:14]=2)[N:3]=1. Procedure: The title compound was prepared from 3-(4-methyl-2-phenyl-pyrimidin-5-yl)-acrylic acid analogously as described in Example 15(b) and (c). Starting materials: C(C)(C)(C)OC(NCC=1N(C(C2=CC=C(C=C2C1OCCCC)C=O)=O)CC1CC1)=O (tert-butyl(4-butoxy-2-cyclopropylmethyl-6-formyl-1-oxo-1,2-dihydro-3-isoquinolinyl)methylcarbamate), O1CCCC1 (tetrahydrofuran). Reagents/catalysts: [O-2].[O-2].[Mn+4] (manganese dioxide). Reaction conditions: time 12 hour. Yields the product C(C)(C)(C)OC(NCC=1N(C(C2=CC=C(C=C2C1OCCCC)C=O)=O)CC(C)(C)C)=O (tert-butyl(4-butoxy-6-formyl-2-neopentyl-1-oxo-1,2-dihydro-3-isoquinolinyl)methylcarbamate). The yield is 91.6%. RXN SMILES: [C:1]([O:5][C:6](=[O:31])[NH:7][CH2:8][C:9]1[N:10]([CH2:27][CH:28]2[CH2:30][CH2:29]2)[C:11](=[O:26])[C:12]2[C:17]([C:18]=1[O:19][CH2:20][CH2:21][CH2:22][CH3:23])=[CH:16][C:15]([CH:24]=[O:25])=[CH:14][CH:13]=2)([CH3:4])([CH3:3])[CH3:2].O1CCC[CH2:33]1>[O-2].[O-2].[Mn+4]>[C:1]([O:5][C:6](=[O:31])[NH:7][CH2:8][C:9]1[N:10]([CH2:27][C:28]([CH3:30])([CH3:33])[CH3:29])[C:11](=[O:26])[C:12]2[C:17]([C:18]=1[O:19][CH2:20][CH2:21][CH2:22][CH3:23])=[CH:16][C:15]([CH:24]=[O:25])=[CH:14][CH:13]=2)([CH3:3])([CH3:2])[CH3:4] |f:2.3.4|. Reported procedure: To a solution of tert-butyl(4-butoxy-2-cyclopropylmethyl-6-formyl-1-oxo-1,2-dihydro-3-isoquinolinyl)methylcarbamate (2.27 g, 6.2 mmol) in tetrahydrofuran (30 mL) was added manganese dioxide (8.1 g) and the mixture was stirred at room temperature for 12 h. Manganese dioxide was filtered off and the mother liquor was concentrated under reduced pressure. The residue was purified by silica gel column chromatography to give tert-butyl(4-butoxy-6-formyl-2-neopentyl-1-oxo-1,2-dihydro-3-isoquinolinyl)me... Starting materials: CC(=O)OC(C)=O, CC#N, CCn1c(=O)c(-c2cc(NC(=O)Nc3ccccc3)c(F)cc2Cl)cc2cnc(N)cc21. The product is CCn1c(=O)c(-c2cc(NC(=O)Nc3ccccc3)c(F)cc2Cl)cc2cnc(NC(C)=O)cc21. RXN SMILES: [CH3:33][C:34](=[O:35])[O:36][C:37](=[O:38])[CH3:39].[CH3:40][C:41]#[N:42].[NH2:1][c:2]1[n:3][cH:4][c:5]2[cH:6][c:7](-[c:15]3[c:16]([Cl:32])[cH:17][c:18]([F:31])[c:19]([NH:21][C:22](=[O:23])[NH:24][c:25]4[cH:26][cH:27][cH:28][cH:29][cH:30]4)[cH:20]3)[c:8](=[O:14])[n:9]([CH2:12][CH3:13])[c:10]2[cH:11]1>>[NH:1]([c:2]1[n:3][cH:4][c:5]2[cH:6][c:7](-[c:15]3[c:16]([Cl:32])[cH:17][c:18]([F:31])[c:19]([NH:21][C:22](=[O:23])[NH:24][c:25]4[cH:26][cH:27][cH:28][cH:29][cH:30]4)[cH:20]3)[c:8](=[O:14])[n:9]([CH2:12][CH3:13])[c:10]2[cH:11]1)[C:34]([CH3:33])=[O:35]. Reactants: CCCOCCOc1ccc(-c2ccc3c(c2)C=C(C(=O)OC)CCN3Cc2ccccc2)cc1, C1CCOC1, CO, [Na+], [OH-]. Product: CCCOCCOc1ccc(-c2ccc3c(c2)C=C(C(=O)O)CCN3Cc2ccccc2)cc1. As a reaction SMILES: [CH2:1]([c:2]1[cH:3][cH:4][cH:5][cH:6][cH:7]1)[N:8]1[CH2:9][CH2:10][C:11]([C:32](=[O:33])[O:34][CH3:35])=[CH:12][c:13]2[c:14]1[cH:15][cH:16][c:17](-[c:19]1[cH:20][cH:21][c:22]([O:25][CH2:26][CH2:27][O:28][CH2:29][CH2:30][CH3:31])[cH:23][cH:24]1)[cH:18]2.[CH2:40]1[O:41][CH2:42][CH2:43][CH2:44]1.[CH3:38][OH:39].[Na+:37].[OH-:36]>>[CH2:1]([c:2]1[cH:3][cH:4][cH:5][cH:6][cH:7]1)[N:8]1[CH2:9][CH2:10][C:11]([C:32](=[O:33])[OH:34])=[CH:12][c:13]2[c:14]1[cH:15][cH:16][c:17](-[c:19]1[cH:20][cH:21][c:22]([O:25][CH2:26][CH2:27][O:28][CH2:29][CH2:30][CH3:31])[cH:23][cH:24]1)[cH:18]2. The reactants are OCC=1C=C(C=CC1)B(O)O (3-hydroxymethylphenylboronic acid), C(C1=CC=CC=C1)(=O)NC1=C(C(=O)OC(C)(C)C)C=CC(=C1)Br (tert-butyl 2-(benzamido)-4-bromobenzoate), di(acetato)dicyclohexylphenylphosphine palladium(II), C([O-])([O-])=O.[Na+].[Na+] (sodium carbonate), polymer, polymer. The reagents and catalysts are [Pd+2].C1(CCCCC1)P(C1=CC=CC=C1)C1CCCCC1 (dicyclohexylphenylphosphine palladium(II)). Run in CN(C(C)=O)C (N,N-dimethylacetamide). Reaction conditions: temperature 90 celsius, time 15 hour. Product: C(C1=CC=CC=C1)(=O)NC1=C(C(=O)OC(C)(C)C)C=CC(=C1)C1=CC(=CC=C1)CO (tert-butyl 2-(benzamido)-4-(3-(hydroxymethyl)phenyl)benzoate). RXN SMILES: [OH:1][CH2:2][C:3]1[CH:4]=[C:5](B(O)O)[CH:6]=[CH:7][CH:8]=1.C(=O)([O-])[O-].[Na+].[Na+].[C:18]([NH:26][C:27]1[CH:39]=[C:38](Br)[CH:37]=[CH:36][C:28]=1[C:29]([O:31][C:32]([CH3:35])([CH3:34])[CH3:33])=[O:30])(=[O:25])[C:19]1[CH:24]=[CH:23][CH:22]=[CH:21][CH:20]=1>[Pd+2].C1(P(C2CCCCC2)C2C=CC=CC=2)CCCCC1.CN(C)C(=O)C>[C:18]([NH:26][C:27]1[CH:39]=[C:38]([C:7]2[CH:6]=[CH:5][CH:4]=[C:3]([CH2:2][OH:1])[CH:8]=2)[CH:37]=[CH:36][C:28]=1[C:29]([O:31][C:32]([CH3:35])([CH3:34])[CH3:33])=[O:30])(=[O:25])[C:19]1[CH:24]=[CH:23][CH:22]=[CH:21][CH:20]=1 |f:1.2.3,5.6|. Procedure: 42 mg of 3-hydroxymethylphenylboronic acid, 49 mg of sodium carbonate and 6 mg of polymer supported di(acetato)dicyclohexylphenylphosphine palladium(II) were added to 2.5 mL of N,N-dimethylacetamide solution containing 70 mg of tert-butyl 2-(benzamido)-4-bromobenzoate, and stirred at 90° C. for 15 hours. After the reaction mixture was cooled do room temperature, 6 mg of polymer supported di(acetato) dicyclohexylphenylphosphine palladium(II) was added and stirred at 110° C. for 9 hours and 30 min... Conditions: time 8 hour. Starting materials: C(CCC)N1CCOC2=C1C=C(C=C2C=2OC=CN2)C(=O)OC (Methyl 4-butyl-8-(1,3-oxazol-2-yl)-3,4-dihydro-2H-1,4-benzoxazine-6-carboxylate), [OH-].[K+] (potassium hydroxide), solution. Yields the product C(CCC)N1CCOC2=C1C=C(C=C2C=2OC=CN2)C(=O)O (4-Butyl-8-(1,3-oxazol-2-yl)-3,4-dihydro-2H-1,4-benzoxazine-6-carboxylic acid). Reaction SMILES: [CH2:1]([N:5]1[C:10]2[CH:11]=[C:12]([C:20]([O:22]C)=[O:21])[CH:13]=[C:14]([C:15]3[O:16][CH:17]=[CH:18][N:19]=3)[C:9]=2[O:8][CH2:7][CH2:6]1)[CH2:2][CH2:3][CH3:4].[OH-].[K+]>CO.O>[CH2:1]([N:5]1[C:10]2[CH:11]=[C:12]([C:20]([OH:22])=[O:21])[CH:13]=[C:14]([C:15]3[O:16][CH:17]=[CH:18][N:19]=3)[C:9]=2[O:8][CH2:7][CH2:6]1)[CH2:2][CH2:3][CH3:4] |f:1.2|. Yield: 99.3%. The solvent is CO (methanol), O (water). Reported procedure: To a stirred solution of Methyl 4-butyl-8-(1,3-oxazol-2-yl)-3,4-dihydro-2H-1,4-benzoxazine-6-carboxylate (474 mg) in methanol (20 mL) was added potassium hydroxide (15 mL of a 1.0 M solution in water). The mixture was stirred at room temperature overnight then concentrated under reduced pressure. The residue was diluted with water and washed with ethyl acetate. The aqueous layer was acidified to pH 4 with 1 N hydrochloric acid and extracted with chloroform (4×100 mL). The combined organic extrac... As a reaction SMILES: [C:31]([O:32][CH2:33][CH3:34])(=[O:35])[CH3:36].[CH3:38][CH2:39][O:40][C:41](=[O:42])[CH3:43].[CH3:44][OH:45].[ClH:37].[NH2:1][c:2]1[cH:3][c:4]2[c:8]([cH:9][cH:10]1)[N:7]([c:11]1[cH:12][c:13]([O:17][CH:18]3[CH2:19][CH2:20][N:21]([C:24]([O:25][C:26]([CH3:27])([CH3:28])[CH3:29])=[O:30])[CH2:22][CH2:23]3)[n:14][cH:15][n:16]1)[CH2:6][CH2:5]2>>[NH2:1][c:2]1[cH:3][c:4]2[c:8]([cH:9][cH:10]1)[N:7]([c:11]1[cH:12][c:13]([O:17][CH:18]3[CH2:19][CH2:20][NH:21][CH2:22][CH2:23]3)[n:14][cH:15][n:16]1)[CH2:6][CH2:5]2. The product is Nc1ccc2c(c1)CCN2c1cc(OC2CCNCC2)ncn1. Starting materials: CCOC(C)=O, CCOC(C)=O, CO, Cl, CC(C)(C)OC(=O)N1CCC(Oc2cc(N3CCc4cc(N)ccc43)ncn2)CC1.